Dataset: the Open Reaction Database (ORD), a public repository of structured organic reaction records. Task: describe an organic reaction: reactants, conditions, products, and yield Reactants: C1(C=2C(C(N1CCCCNC1COC3=CC=CC(=C3C1)OC)=O)=CC=CC2)=O (3-[N-(4-phthalimidobutyl)amino]-5-methoxychroman), COC1=C2CC(COC2=CC=C1)NCCCCN1C(CC2(C1=O)CCCCC2)=O (3-{4-[N-(5-methoxy-3-chromanyl)amino]butyl}-2,4-dioxo-3-azaspiro[4.5]decane). The product is C(CC)N(C1COC2=CC=CC(=C2C1)OC)CCCCN1C(CC2(C1=O)CCCCC2)=O (3{4-[N-propyl-N-(5-methoxy-3-chromanyl)amino]butyl}-2,4-dioxo-3-azaspiro[4.5]decane). The yield is 72.0%. RXN SMILES: [C:1]1(=O)N(CCCCNC2CC3C(=CC=CC=3OC)OC2)C(=O)C2=CC=C[CH:27]=[C:2]12.[CH3:29][O:30][C:31]1[CH:40]=[CH:39][CH:38]=[C:37]2[C:32]=1[CH2:33][CH:34]([NH:41][CH2:42][CH2:43][CH2:44][CH2:45][N:46]1[C:50](=[O:51])[C:49]3([CH2:56][CH2:55][CH2:54][CH2:53][CH2:52]3)[CH2:48][C:47]1=[O:57])[CH2:35][O:36]2>>[CH2:1]([N:41]([CH2:42][CH2:43][CH2:44][CH2:45][N:46]1[C:50](=[O:51])[C:49]2([CH2:56][CH2:55][CH2:54][CH2:53][CH2:52]2)[CH2:48][C:47]1=[O:57])[CH:34]1[CH2:33][C:32]2[C:37](=[CH:38][CH:39]=[CH:40][C:31]=2[O:30][CH3:29])[O:36][CH2:35]1)[CH2:2][CH3:27]. Procedure: Using the procedure described in Example 2, but replacing the compound of Example 1 by the compound of Example 9, the expected product is obtained.